Dataset: the Open Reaction Database (ORD), a public repository of structured organic reaction records. Task: describe an organic reaction: reactants, conditions, products, and yield Starting materials: C(C1=CC=CC=C1)(=O)O (benzoic acid), C1(=CC=CC=C1)S (thiophenol), C(C1CO1)OC1=CC=C(C=C1)C(C)(C)C1=CC=C(C=C1)OCC1CO1 (2,2-bis(4-glycidyloxyphenyl)propane). The product is OC(COC1=CC=C(C=C1)C(C)(C)C1=CC=C(C=C1)OCC(CC1=CC=CC=C1)O)CC1=CC=CC=C1 (2,2-bis[4-(2-hydroxy-3-phenylpropyloxy)phenyl]propane). Isolated yield 94.0%. Reaction SMILES: C(O)(=O)[C:2]1[CH:7]=[CH:6][CH:5]=[CH:4][CH:3]=1.[C:10]1(S)[CH:15]=[CH:14][CH:13]=[CH:12][CH:11]=1.[CH2:17]([O:21][C:22]1[CH:27]=[CH:26][C:25]([C:28]([C:31]2[CH:36]=[CH:35][C:34]([O:37][CH2:38][CH:39]3[O:41][CH2:40]3)=[CH:33][CH:32]=2)([CH3:30])[CH3:29])=[CH:24][CH:23]=1)[CH:18]1[O:20][CH2:19]1>>[OH:41][CH:39]([CH2:40][C:2]1[CH:3]=[CH:4][CH:5]=[CH:6][CH:7]=1)[CH2:38][O:37][C:34]1[CH:35]=[CH:36][C:31]([C:28]([C:25]2[CH:24]=[CH:23][C:22]([O:21][CH2:17][CH:18]([OH:20])[CH2:19][C:10]3[CH:15]=[CH:14][CH:13]=[CH:12][CH:11]=3)=[CH:27][CH:26]=2)([CH3:29])[CH3:30])=[CH:32][CH:33]=1. Reported procedure: A reaction was conducted as described in Example 6 except that benzoic acid and PGE were replaced with 210 mmol of thiophenol and 100 mmol of 2,2-bis(4-glycidyloxyphenyl)propane, respectively. Desired 2,2-bis[4-(2-hydroxy-3-phenylpropyloxy)phenyl]propane was formed in an analytical yield of 94% and isolated in a yield of 90%. Yields the product CC1(N(S(C2=C1C=CC(=C2)N2C=CC=C2)(=O)=O)CCCN2CCN(CC2)C2=CC=CC1=CC=CC=C21)C (3,3-Dimethyl-2-[3-(4-(1-naphthyl)-1-piperazinyl)-prop-1-yl]-6-(1-pyrrolyl)-2,3-dihydro-1,2-benzoisothiazole 1,1-dioxide). Run in C(C)(=O)O (acetic acid). Procedure: The pyrrole ring was assembled by reacting 3,3-dimethyl-2-[3-(4-(1-naphthyl)-1-piperazinyl)prop-1-yl]-6-amino-2,3-dihydro-1,2-benzoisothiazole 1,1-dioxide with 2,5-dimethoxytetrahydrofuran in glacial acetic acid at 100° C. (1 h) in 86% yield. The reactants are CC1(N(S(C2=C1C=CC(=C2)N)(=O)=O)CCCN2CCN(CC2)C2=CC=CC1=CC=CC=C21)C (3,3-dimethyl-2-[3-(4-(1-naphthyl)-1-piperazinyl)prop-1-yl]-6-amino-2,3-dihydro-1,2-benzoisothiazole 1,1-dioxide), COC1OC(CC1)OC (2,5-dimethoxytetrahydrofuran). RXN SMILES: [CH3:1][C:2]1([CH3:33])[C:6]2[CH:7]=[CH:8][C:9]([NH2:11])=[CH:10][C:5]=2[S:4](=[O:13])(=[O:12])[N:3]1[CH2:14][CH2:15][CH2:16][N:17]1[CH2:22][CH2:21][N:20]([C:23]2[C:32]3[C:27](=[CH:28][CH:29]=[CH:30][CH:31]=3)[CH:26]=[CH:25][CH:24]=2)[CH2:19][CH2:18]1.CO[CH:36]1[CH2:40][CH2:39][CH:38](OC)O1>C(O)(=O)C>[CH3:1][C:2]1([CH3:33])[C:6]2[CH:7]=[CH:8][C:9]([N:11]3[CH:36]=[CH:40][CH:39]=[CH:38]3)=[CH:10][C:5]=2[S:4](=[O:13])(=[O:12])[N:3]1[CH2:14][CH2:15][CH2:16][N:17]1[CH2:18][CH2:19][N:20]([C:23]2[C:32]3[C:27](=[CH:28][CH:29]=[CH:30][CH:31]=3)[CH:26]=[CH:25][CH:24]=2)[CH2:21][CH2:22]1. Isolated yield 86.0%. Starting materials: N1CCCCC1 (Piperidine), NC=1SC(=NN1)Cl (2-amino-5-chloro-1,3,4-thiadiazole). The solvent is C(C)O (ethanol), C(C)O (ethanol). Yields the product NC=1SC(=NN1)N1CCCCC1 (2-amino-5-piperid-1-yl-1,3,4-thiadiazole). RXN SMILES: [NH:1]1[CH2:6][CH2:5][CH2:4][CH2:3][CH2:2]1.[NH2:7][C:8]1[S:9][C:10](Cl)=[N:11][N:12]=1>C(O)C>[NH2:7][C:8]1[S:9][C:10]([N:1]2[CH2:6][CH2:5][CH2:4][CH2:3][CH2:2]2)=[N:11][N:12]=1. Reported procedure: Piperidine (100 μl) was added to a solution of 2-amino-5-chloro-1,3,4-thiadiazole (50 mg) in ethanol (1 ml) and the mixture heated in a sealed vial at 70° C. for 6 hours The ethanol was evaporated from the cooled reaction under vacuum, the residue diluted with water and the solid product filtered off to give 2-amino-5-piperid-1-yl-1,3,4-thiadiazole.